This data is from the Open Reaction Database (ORD), a public repository of structured organic reaction records. The task is: describe an organic reaction: reactants, conditions, products, and yield Reactants: CC(C)(C)OC(=O)N1CCN=C1c1ccc(CCNCC(=O)OCc2ccccc2)cc1, CO. As a reaction SMILES: [CH2:1]([O:2][C:3](=[O:4])[CH2:11][NH:12][CH2:13][CH2:14][c:15]1[cH:16][cH:17][c:18]([C:21]2=[N:25][CH2:24][CH2:23][N:22]2[C:26](=[O:27])[O:28][C:29]([CH3:30])([CH3:31])[CH3:32])[cH:19][cH:20]1)[c:5]1[cH:6][cH:7][cH:8][cH:9][cH:10]1.[CH3:33][OH:34]>>[CH3:11][NH:12][CH2:13][CH2:14][c:15]1[cH:16][cH:17][c:18]([C:21]2=[N:25][CH2:24][CH2:23][N:22]2[C:26](=[O:27])[O:28][C:29]([CH3:30])([CH3:31])[CH3:32])[cH:19][cH:20]1. The product is CNCCc1ccc(C2=NCCN2C(=O)OC(C)(C)C)cc1. Reactants: C([O-])([O-])=O.[Na+].[Na+] (sodium carbonate), C(C)(C)(C)C1=C(O)C=CC(=C1)O (t-butylhydroquinone), BrC=1C=C(C=C(C1OC(C)=O)C)C(C)O (1-(3'-bromo-4'-acetoxy-5'-methylphenyl)ethanol), S(=O)(=O)(O)[O-].[K+] (potassium hydrogen sulfate), 2h, ice. The solvent is CCOCC (ether), CCOCC (ether). Product: BrC=1C=C(C=C)C=C(C1OC(C)=O)C (3-Bromo-4-acetoxy-5-methylstyrene). The yield is 26.0%. RXN SMILES: [Br:1][C:2]1[CH:3]=[C:4]([CH:13](O)[CH3:14])[CH:5]=[C:6]([CH3:12])[C:7]=1[O:8][C:9](=[O:11])[CH3:10].S([O-])(O)(=O)=O.[K+].C(C1C=C(O)C=CC=1O)(C)(C)C.C(=O)([O-])[O-].[Na+].[Na+]>CCOCC>[Br:1][C:2]1[CH:3]=[C:4]([CH:5]=[C:6]([CH3:12])[C:7]=1[O:8][C:9](=[O:11])[CH3:10])[CH:13]=[CH2:14] |f:1.2,4.5.6|. Procedure: A mixture of 28 g 1-(3'-bromo-4'-acetoxy-5'-methylphenyl)ethanol and 0.5 g freshly prepared potassium hydrogen sulfate is heated under a 20 Torr vacuum to 190°-200° C. The distillate is transferred to an ice-filled reaction vessel which contains 2 g t-butylhydroquinone. After 2h, the distillate is taken up in ether, the ether phases are treated with a5% sodium carbonate solution and dried, then the solvent is distilled off under vacuum. At 0.05 Torr, 6.8 g of an impure product is obtained at a t... Reactants: N#Cc1ccc2oc(C(=O)O)cc2c1, [Cl-], CCOC(=O)CCN1CCC(O)CC1. Yields the product CCOC(=O)CCN1CCC(OC(=O)c2cc3cc(C#N)ccc3o2)CC1. As a reaction SMILES: [C:1](#[N:2])[c:3]1[cH:4][cH:5][c:6]2[c:7]([cH:8][c:9]([C:11](=[O:12])[OH:13])[o:10]2)[cH:14]1.[Cl-:15].[OH:16][CH:17]1[CH2:18][CH2:19][N:20]([CH2:23][CH2:24][C:25](=[O:26])[O:27][CH2:28][CH3:29])[CH2:21][CH2:22]1>>[C:1](#[N:2])[c:3]1[cH:4][cH:5][c:6]2[c:7]([cH:8][c:9]([C:11](=[O:12])[O:13][CH:17]3[CH2:18][CH2:19][N:20]([CH2:23][CH2:24][C:25](=[O:26])[O:27][CH2:28][CH3:29])[CH2:21][CH2:22]3)[o:10]2)[cH:14]1. RXN SMILES: [CH2:13]([Li:14])[CH2:15][CH2:16][CH3:17].[CH2:18]([CH3:19])[O:20][C:21](=[O:22])[Cl:23].[F:1][c:2]1[cH:3][c:4]([O:9][CH:10]2[CH2:11][CH2:12]2)[cH:5][c:6]([F:8])[cH:7]1.[O:24]1[CH2:25][CH2:26][CH2:27][CH2:28]1>>[F:1][c:2]1[cH:3][c:4]([O:9][CH:10]2[CH2:11][CH2:12]2)[cH:5][c:6]([F:8])[c:7]1[C:21]([O:20][CH2:18][CH3:19])=[O:22]. Reactants: [Li]CCCC, CCOC(=O)Cl, Fc1cc(F)cc(OC2CC2)c1, C1CCOC1. The product is CCOC(=O)c1c(F)cc(OC2CC2)cc1F. Starting materials: CN1C(C(=CC(=C1)B1OC(C(O1)(C)C)(C)C)NC1=NNC(=C1)C)=O (1-Methyl-3-(5-methyl-1H-pyrazol-3-ylamino)-5-(4,4,5,5-tetramethyl-1,3,2-dioxaborolan-2-yl)pyridin-2(1H)-one), C(C)(=O)OCC1=C(C=C(C=C1N1C(C=2N(C=3CCCCC3C2)CC1)=O)F)Br (2-bromo-4-fluoro-6-(1-oxo-3,4,6,7,8,9-hexahydropyrazino[1,2-a]indol-2(1H)-yl)benzyl acetate), C(=O)([O-])[O-].[Na+].[Na+] (Na2CO3). The reagents and catalysts are C1=CC=C(C=C1)P([C-]2C=CC=C2)C3=CC=CC=C3.C1=CC=C(C=C1)P([C-]2C=CC=C2)C3=CC=CC=C3.Cl[Pd]Cl.[Fe+2] (PdCl2(dppf)). The solvent is COCCOC (DME). Conditions: temperature 120 celsius. Product: C(C)(=O)OCC1=C(C=C(C=C1N1C(C=2N(C=3CCCCC3C2)CC1)=O)F)C1=CN(C(C(=C1)NC1=NNC(=C1)C)=O)C (4-Fluoro-2-(1-methyl-5-(5-methyl-1H-pyrazol-3-ylamino)-6-oxo-1,6-dihydropyridin-3-yl)-6-(1-oxo-3,4,6,7,8,9-hexahydropyrazino[1,2-a]indol-2(1H)-yl)-benzyl acetate). The yield is 28.6%. RXN SMILES: [CH3:1][N:2]1[CH:7]=[C:6](B2OC(C)(C)C(C)(C)O2)[CH:5]=[C:4]([NH:17][C:18]2[CH:22]=[C:21]([CH3:23])[NH:20][N:19]=2)[C:3]1=[O:24].[C:25]([O:28][CH2:29][C:30]1[C:35]([N:36]2[CH2:48][CH2:47][N:39]3[C:40]4[CH2:41][CH2:42][CH2:43][CH2:44][C:45]=4[CH:46]=[C:38]3[C:37]2=[O:49])=[CH:34][C:33]([F:50])=[CH:32][C:31]=1Br)(=[O:27])[CH3:26].C([O-])([O-])=O.[Na+].[Na+]>COCCOC.C1C=CC(P(C2C=CC=CC=2)[C-]2C=CC=C2)=CC=1.C1C=CC(P(C2C=CC=CC=2)[C-]2C=CC=C2)=CC=1.Cl[Pd]Cl.[Fe+2]>[C:25]([O:28][CH2:29][C:30]1[C:35]([N:36]2[CH2:48][CH2:47][N:39]3[C:40]4[CH2:41][CH2:42][CH2:43][CH2:44][C:45]=4[CH:46]=[C:38]3[C:37]2=[O:49])=[CH:34][C:33]([F:50])=[CH:32][C:31]=1[C:6]1[CH:5]=[C:4]([NH:17][C:18]2[CH:22]=[C:21]([CH3:23])[NH:20][N:19]=2)[C:3](=[O:24])[N:2]([CH3:1])[CH:7]=1)(=[O:27])[CH3:26] |f:2.3.4,6.7.8.9|. Reported procedure: A mixture of 124a (330 mg, 1 mmol), 2-bromo-4-fluoro-6-(1-oxo-3,4,6,7,8,9-hexahydropyrazino[1,2-a]indol-2(1H)-yl)benzyl acetate 197d (434 mg, 1 mmol), PdCl2(dppf) (82 mg, 0.1 mmol), 2.0M Na2CO3 (2.0 equiv) in DME (10 mL) was heated at 120° C. under microwave irradiation for 0.5 h. The solvent was evaporated in vacuo. The residue was purified on reverse phase Combi-flash to give the title compound (160 mg, 29%). LCMS: [M+H]+ 559